The task is: describe an organic reaction: reactants, conditions, products, and yield. This data is from the Open Reaction Database (ORD), a public repository of structured organic reaction records. The reactants are S(O)(O)(=O)=O (sulfuric acid), C(C)(=O)C1(C(CCCC1)=O)CCC(=O)OCC (2-acetyl-2-[2-(ethoxycarbonyl)ethyl]-cyclohexanone), OO (hydrogen peroxide), aqueous solution. Run in C(C)(C)(C)O (tert-butanol). Conditions: time 24 hour. The product is C(C)OC(=O)CCC1(CCCC1)C(=O)O (1-[2-(Ethoxycarbonyl)ethyl]-1-cyclopentanecarboxylic acid). Reaction SMILES: C([C:4]1([CH2:11][CH2:12][C:13]([O:15][CH2:16][CH3:17])=[O:14])[CH2:9][CH2:8][CH2:7][CH2:6][C:5]1=[O:10])(=O)C.OO.S(=O)(=O)(O)[OH:21]>C(O)(C)(C)C>[CH2:16]([O:15][C:13]([CH2:12][CH2:11][C:4]1([C:5]([OH:10])=[O:21])[CH2:9][CH2:8][CH2:7][CH2:6]1)=[O:14])[CH3:17]. Procedure: To a solution of 2-acetyl-2-[2-(ethoxycarbonyl)ethyl]-cyclohexanone (see Preparation 4) (40 g, 0.16 mol) in tert-butanol (85 ml) was added, dropwise, a 30% aqueous solution of hydrogen peroxide (21.7 ml, 0.19 mol) and concentrated sulfuric acid (0.25 ml, 98% w/w) at room temperature. The mixture was further stirred for 24 hours, partitioned between dichloromethane (100 ml) and distilled water (100 ml) and the layers separated. The dichloromethane layer was washed with 5% aqueous sodium sulphite ... Starting materials: C(C)N(CC)S(F)(F)F (diethylaminosulfur trifluoride), C(C)N(C(=O)N1N=C(C(=C1)CO)S(=O)(=O)C1=C(C(=CC=C1)Cl)C)CC (1-(Diethylcarbamoyl)-3-(2-methyl-3-chlorophenylsulfonyl)-4-hydroxymethylpyrazole), O (water). The solvent is C(Cl)Cl (methylene chloride). Run at time 1 hour. Yields the product C(C)N(C(=O)N1N=C(C(=C1)CF)S(=O)(=O)C1=C(C(=CC=C1)Cl)C)CC (1-(Diethylcarbamoyl)-3-(2-methyl-3-chlorophenylsulfonyl)-4-fluoromethylpyrazole). The yield is 95.0%. RXN SMILES: C(N(S(F)(F)[F:7])CC)C.[CH2:10]([N:12]([CH2:33][CH3:34])[C:13]([N:15]1[CH:19]=[C:18]([CH2:20]O)[C:17]([S:22]([C:25]2[CH:30]=[CH:29][CH:28]=[C:27]([Cl:31])[C:26]=2[CH3:32])(=[O:24])=[O:23])=[N:16]1)=[O:14])[CH3:11].O>C(Cl)Cl>[CH2:10]([N:12]([CH2:33][CH3:34])[C:13]([N:15]1[CH:19]=[C:18]([CH2:20][F:7])[C:17]([S:22]([C:25]2[CH:30]=[CH:29][CH:28]=[C:27]([Cl:31])[C:26]=2[CH3:32])(=[O:24])=[O:23])=[N:16]1)=[O:14])[CH3:11]. Procedure details: 20 μl of diethylaminosulfur trifluoride were added at 0° C. to a solution of 54 mg of 1-(diethylcarbamoyl)-3-(2-methyl-3-chlorophenylsulfonyl)-4-hydroxymethylpyrazole (prepared as described in Example 10) in 1.8 ml of methylene chloride, and the resulting mixture was stirred for 1 hour. At the end of this time, the reaction mixture was poured into water and extracted with methylene chloride. The extract was washed with a saturated aqueous solution of sodium chloride, dried over anhydrous sodium ...